This data is from the Open Reaction Database (ORD), a public repository of structured organic reaction records. The task is: describe an organic reaction: reactants, conditions, products, and yield Yields the product O=[N+]([O-])c1ccc2[nH]c(CCl)nc2c1. As a reaction SMILES: [Cl:19][CH2:20][Cl:21].[N+:5](=[O:6])([O-:7])[c:8]1[cH:9][c:10]2[c:11]([nH:12][c:13]([CH2:15][OH:16])[n:14]2)[cH:17][cH:18]1.[S:1]([Cl:2])([Cl:3])=[O:4]>>[Cl:3][CH2:15][c:13]1[nH:12][c:11]2[c:10]([cH:9][c:8]([N+:5](=[O:6])[O-:7])[cH:18][cH:17]2)[n:14]1. The reactants are ClCCl, O=[N+]([O-])c1ccc2[nH]c(CO)nc2c1, O=S(Cl)Cl.